Dataset: the Open Reaction Database (ORD), a public repository of structured organic reaction records. Task: describe an organic reaction: reactants, conditions, products, and yield The reactants are C(=O)(O)[O-].[Na+] (NaHCO3), BrC1=CC(=C(S1)C(=O)N)NCC(=O)N1CCOCC1 (5-bromo-3-[(2-(morpholin-4-yl)-2-oxoethyl)amino]thiophene-2-carboxamide), CC1(C2CCC1(C(=O)C2)CS(=O)(=O)O)C (CSA), COC(C)(C)OC (2,2-dimethoxypropane). Solvent: O (water), CC(=O)N(C)C (DMA). Conditions: temperature 80 celsius, time 0.5 hour. Yields the product BrC1=CC=2N(C(NC(C2S1)=O)(C)C)CC(=O)N1CCOCC1 (6-bromo-2,2-dimethyl-1-(2-(morpholin-4-yl)-2-oxoethyl)-2,3-dihydrothieno[3,2-d]pyrimidin-4(1H)-one). The yield is 394.9%. Reaction SMILES: [Br:1][C:2]1[S:6][C:5]([C:7]([NH2:9])=[O:8])=[C:4]([NH:10][CH2:11][C:12]([N:14]2[CH2:19][CH2:18][O:17][CH2:16][CH2:15]2)=[O:13])[CH:3]=1.[CH3:20][C:21]1(C)C2(CS(O)(=O)=O)C(C[CH:22]1CC2)=O.COC(OC)(C)C.C([O-])(O)=O.[Na+]>O.CC(N(C)C)=O>[Br:1][C:2]1[S:6][C:5]2[C:7](=[O:8])[NH:9][C:21]([CH3:22])([CH3:20])[N:10]([CH2:11][C:12]([N:14]3[CH2:15][CH2:16][O:17][CH2:18][CH2:19]3)=[O:13])[C:4]=2[CH:3]=1 |f:3.4|. Procedure details: A mixture of 5-bromo-3-[(2-(morpholin-4-yl)-2-oxoethyl)amino]thiophene-2-carboxamide (120 mg, 0.345 mmol), CSA (10 mg), 2,2-dimethoxypropane (1.0 mL) and DMA (1 mL) was stirred at 80° C. for 0.5 h. Then, water and saturated aqueous NaHCO3 were added to quench the reaction. The precipitate was collected by filtration to afford the title compound (66 mg) as a pale brown solid. From the filtrate, the organic layer was collected, washed with water and brine, dried over Na2SO4 and filtered. The filtr... Starting materials: C1CCOC1, CO, Cl, CCOC(=O)c1cncc(-c2ccc(C)cc2F)c1, [Na+], [OH-], O. The product is [Cl-], Cc1ccc(-c2cncc(C(=O)O)c2)c(F)c1, [Na+]. As a reaction SMILES: [CH2:25]1[O:26][CH2:27][CH2:28][CH2:29]1.[CH3:23][OH:24].[ClH:22].[F:1][c:2]1[c:3](-[c:9]2[cH:10][n:11][cH:12][c:13]([C:14](=[O:15])[O:16][CH2:17][CH3:18])[cH:19]2)[cH:4][cH:5][c:6]([CH3:8])[cH:7]1.[Na+:21].[OH-:20].[OH2:30]>>[Cl-:22].[F:1][c:2]1[c:3](-[c:9]2[cH:10][n:11][cH:12][c:13]([C:14](=[O:15])[OH:16])[cH:19]2)[cH:4][cH:5][c:6]([CH3:8])[cH:7]1.[Na+:21].